From a dataset of the Open Reaction Database (ORD), a public repository of structured organic reaction records. describe an organic reaction: reactants, conditions, products, and yield Solvent: C(C)(C)(C)O (tert-butanol). Reported procedure: (S)-3-Hydroxy-1-(5-methyl-4-oxo-3-phenyl-3,4-dihydropyrrolo[2,1-f][1,2,4]triazin-2-yl)propan-1-aminium chloride (228 mg, 0.68 mmol) was treated with 5-bromo-4-chloro-7-((2-(trimethylsilyl)ethoxy)methyl)-7H-pyrrolo[2,3-d]pyrimidine (495 mg, 1.36 mmol), cesium fluoride (41 mg, 0.27 mmol) and N,N-diisopropylethylamine (1.60 ml, 9.19 mmol) in tert-butanol (5.0 ml) according to Preparation 13 but stirring the reaction mixture at 100° C. during 96 h. The residue was purified using SP1® Purification Sy... Reaction SMILES: [Cl-].[OH:2][CH2:3][CH2:4][C@@H:5]([C:7]1[N:12]([C:13]2[CH:18]=[CH:17][CH:16]=[CH:15][CH:14]=2)[C:11](=[O:19])[C:10]2=[C:20]([CH3:23])[CH:21]=[CH:22][N:9]2[N:8]=1)[NH3+:6].[Br:24][C:25]1[C:33]2[C:32](Cl)=[N:31][CH:30]=[N:29][C:28]=2[N:27]([CH2:35][O:36][CH2:37][CH2:38][Si:39]([CH3:42])([CH3:41])[CH3:40])[CH:26]=1.[F-].[Cs+].C(N(CC)C(C)C)(C)C>C(O)(C)(C)C>[Br:24][C:25]1[C:33]2[C:32]([NH:6][C@H:5]([C:7]3[N:12]([C:13]4[CH:18]=[CH:17][CH:16]=[CH:15][CH:14]=4)[C:11](=[O:19])[C:10]4=[C:20]([CH3:23])[CH:21]=[CH:22][N:9]4[N:8]=3)[CH2:4][CH2:3][OH:2])=[N:31][CH:30]=[N:29][C:28]=2[N:27]([CH2:35][O:36][CH2:37][CH2:38][Si:39]([CH3:42])([CH3:41])[CH3:40])[CH:26]=1 |f:0.1,3.4|. The yield is 58.6%. Yields the product BrC1=CN(C=2N=CN=C(C21)N[C@@H](CCO)C2=NN1C(C(N2C2=CC=CC=C2)=O)=C(C=C1)C)COCC[Si](C)(C)C ((S)-2-(1-((5-Bromo-7-((2-(trimethylsilyl)ethoxy)methyl)-7H-pyrrolo[2,3-d]pyrimidin-4-yl)amino)-3-hydroxypropyl)-5-methyl-3-phenylpyrrolo[2,1-f][1,2,4]triazin-4(3H)-one). Conditions: temperature 100 celsius, time 96 hour. Starting materials: [Cl-].OCC[C@H]([NH3+])C1=NN2C(C(N1C1=CC=CC=C1)=O)=C(C=C2)C ((S)-3-Hydroxy-1-(5-methyl-4-oxo-3-phenyl-3,4-dihydropyrrolo[2,1-f][1,2,4]triazin-2-yl)propan-1-aminium chloride), BrC1=CN(C=2N=CN=C(C21)Cl)COCC[Si](C)(C)C (5-bromo-4-chloro-7-((2-(trimethylsilyl)ethoxy)methyl)-7H-pyrrolo[2,3-d]pyrimidine), [F-].[Cs+] (cesium fluoride), C(C)(C)N(C(C)C)CC (N,N-diisopropylethylamine). Starting materials: SC=1NC2=C(N1)C=CC=C2 (2-mercaptobenzimidazole), C[O-].[Na+] (sodium methoxide), C(C)(=O)OCC1=NC=CC(=C1C)OC (2-acetoxymethyl-3-methyl-4-methoxy-pyridine), S(=O)(Cl)Cl (thionyl chloride). Run in CO (methanol), C(Cl)(Cl)Cl (chloroform), CO (methanol). Product: COC1=C(C(=NC=C1)CSC1=NC2=C(N1)C=CC=C2)C (2-[(4-methoxy-3-methylpyridin-2-yl)-methylthio]-1H-benzimidazole). Yield: 85.2%. As a reaction SMILES: C(O[CH2:5][C:6]1[C:11]([CH3:12])=[C:10]([O:13][CH3:14])[CH:9]=[CH:8][N:7]=1)(=O)C.S(Cl)(Cl)=O.[SH:19][C:20]1[NH:21][C:22]2[CH:28]=[CH:27][CH:26]=[CH:25][C:23]=2[N:24]=1.C[O-].[Na+]>C(Cl)(Cl)Cl.CO>[CH3:14][O:13][C:10]1[CH:9]=[CH:8][N:7]=[C:6]([CH2:5][S:19][C:20]2[NH:24][C:23]3[CH:25]=[CH:26][CH:27]=[CH:28][C:22]=3[N:21]=2)[C:11]=1[CH3:12] |f:3.4|. Procedure: 5.7 g of 2-acetoxymethyl-3-methyl-4-methoxy-pyridine was dissolved in chloroform, and 18 g (4 eq.) of thionyl chloride was added. The mixture was heated to reflux for one hour and then concentrated, and a residue resulting therefrom was dissolved in methanol. The solution was added in advance to 5.3 g (1 eq.) of 2-mercaptobenzimidazole, 45 mL of a 28% sodium methoxide solution, and 100 mL of methanol, and the mixture was heated to reflux for one hour. Methanol was distilled off, and ice and ethy... Reactants: CC1(CC1)OCCO (2-(1-methylcyclopropoxy)ethanol), [OH-].[Na+] (sodium hydroxide), CC1=CC=C(C=C1)S(=O)(=O)Cl (4-methylbenzene-1-sulfonyl chloride). Solvent: O1CCCC1 (tetrahydrofuran), ClCCl (dichloromethane). Conditions: temperature 2.5 celsius, time 3 hour. The product is CC1=CC=C(C=C1)S(=O)(=O)OCCOC1(CC1)C (2-(1-methylcyclopropoxy)ethyl 4-methylbenzenesulfonate). Reaction SMILES: [CH3:1][C:2]1([O:5][CH2:6][CH2:7][OH:8])[CH2:4][CH2:3]1.[OH-].[Na+].[CH3:11][C:12]1[CH:17]=[CH:16][C:15]([S:18](Cl)(=[O:20])=[O:19])=[CH:14][CH:13]=1>O1CCCC1.ClCCl>[CH3:11][C:12]1[CH:17]=[CH:16][C:15]([S:18]([O:8][CH2:7][CH2:6][O:5][C:2]2([CH3:1])[CH2:4][CH2:3]2)(=[O:20])=[O:19])=[CH:14][CH:13]=1 |f:1.2|. Reported procedure: To the crude 2-(1-methylcyclopropoxy)ethanol from the previous step (0.32 g) in a mixture of 4.6N sodium hydroxide (6.3 mL, 2.52 mmol) and tetrahydrofuran (3 mL) was added 4-methylbenzene-1-sulfonyl chloride (2.1 g, 11.2 mmol) in dichloromethane (6 mL) at 0-5° C. The solution was stirred for 3 h at 0-5° C., and then extracted with dichloromethane. The organic layer was washed with brine, dried over sodium sulfate, and concentrated to obtain crude product (100 mg), which was used in the next step... Reactants: CN(C)C=C(C#N)C=O, NOS(=O)(=O)O, [Na+], [OH-], O. Yields the product CN(C)C=C(C#N)C#N. Reaction SMILES: [C:1](#[N:2])[C:3]([CH:4]=[O:5])=[CH:6][N:7]([CH3:8])[CH3:9].[NH2:10][O:11][S:12]([OH:13])(=[O:14])=[O:15].[Na+:17].[OH-:16].[OH2:18]>>[C:1](#[N:2])[C:3]([C:4]#[N:10])=[CH:6][N:7]([CH3:8])[CH3:9]. Starting materials: CCOC(=O)N1CCN(C2Cc3cc(C)ccc3Sc3ccc(F)cc32)CC1, OCCO, [K+], [OH-], O. The product is Cc1ccc2c(c1)CC(N1CCNCC1)c1cc(F)ccc1S2. Reaction SMILES: [C:1]([O:2][CH2:3][CH3:4])(=[O:5])[N:6]1[CH2:7][CH2:8][N:9]([CH:12]2[CH2:13][c:14]3[c:15]([cH:24][cH:25][c:26]([CH3:28])[cH:27]3)[S:16][c:17]3[c:18]2[cH:19][c:20]([F:23])[cH:21][cH:22]3)[CH2:10][CH2:11]1.[CH2:29]([OH:30])[CH2:31][OH:32].[K+:34].[OH-:33].[OH2:35]>>[NH:6]1[CH2:7][CH2:8][N:9]([CH:12]2[CH2:13][c:14]3[c:15]([cH:24][cH:25][c:26]([CH3:28])[cH:27]3)[S:16][c:17]3[c:18]2[cH:19][c:20]([F:23])[cH:21][cH:22]3)[CH2:10][CH2:11]1. Starting materials: c1ccc(COc2ccc(OC3COC(c4ccccc4)OC3)nc2)cc1, CO, Cl. Yields the product OCC(CO)Oc1ccc(OCc2ccccc2)cn1. Reaction SMILES: [CH2:1]([c:2]1[cH:3][cH:4][cH:5][cH:6][cH:7]1)[O:8][c:9]1[cH:10][cH:11][c:12]([O:15][CH:16]2[CH2:17][O:18][CH:19]([c:22]3[cH:23][cH:24][cH:25][cH:26][cH:27]3)[O:20][CH2:21]2)[n:13][cH:14]1.[CH3:29][OH:30].[ClH:28]>>[CH2:1]([c:2]1[cH:3][cH:4][cH:5][cH:6][cH:7]1)[O:8][c:9]1[cH:10][cH:11][c:12]([O:15][CH:16]([CH2:17][OH:18])[CH2:21][OH:20])[n:13][cH:14]1.